This data is from the Open Reaction Database (ORD), a public repository of structured organic reaction records. The task is: describe an organic reaction: reactants, conditions, products, and yield Starting materials: OC=1C=CC=C2C=CC=[NH+]C12.O=C1N([C@H]([C@@H]1NC(=O)OCC1=CC=CC=C1)C)S(=O)(=O)[O-] ((3S-trans)-2-oxo-3-[[(phenylmethoxy)carbonyl]amino]-4-methyl-1-azetidinesulfonic acid, 8-hydroxyquinolinium salt). Solvent: C(C)#N (acetonitrile). Product: C1(=CC=CC=C1)COC(=O)N[C@@H]1C(N[C@H]1C)=O ((3S-trans)-3-[[(Phenylmethoxy)carbonyl]amino]-4-methyl-2-azetidinone). Yield: 110.0%. RXN SMILES: OC1C=CC=C2C=1[NH+]=CC=C2.[O:12]=[C:13]1[C@@H:16]([NH:17][C:18]([O:20][CH2:21][C:22]2[CH:27]=[CH:26][CH:25]=[CH:24][CH:23]=2)=[O:19])[C@H:15]([CH3:28])[N:14]1S([O-])(=O)=O>C(#N)C>[C:22]1([CH2:21][O:20][C:18]([NH:17][C@H:16]2[C@H:15]([CH3:28])[NH:14][C:13]2=[O:12])=[O:19])[CH:27]=[CH:26][CH:25]=[CH:24][CH:23]=1 |f:0.1|. Procedure details: A solution of (3S-trans)-2-oxo-3-[[(phenylmethoxy)carbonyl]amino]-4-methyl-1-azetidinesulfonic acid, 8-hydroxyquinolinium salt (150 mg, 0.326 mmol) in acetonitrile (10 ml) was brought rapidly to reflux by lowering the reaction vessel into a preheated oil bath. The mixture was refluxed for a total of 9 minutes during which time a precipitate formed. After cooling to room temperature, the mixture was filtered and solvent was removed from the filtrate in vacuo. The resulting residue was partially d... Reactants: ICC1CCCC1 (iodomethylcyclopentane), COC(CC1=CC=C(C=C1)S(=O)(=O)C)=O (4-(methanesulfonyl)phenyl acetic acid methyl ester), C(C)(C)NC(C)C (diisopropylamine), solution, C(CCC)[Li] (n-butyllithium), hexanes. Run in O1CCCC1 (tetrahydrofuran), O1CCCC1 (tetrahydrofuran), CN1C(N(CCC1)C)=O (1,3-dimethyl-3,4,5,6-tetrahydro-2(1H)-pyrimidinone), O1CCCC1 (tetrahydrofuran), CN1C(N(CCC1)C)=O (1,3-dimethyl-3,4,5,6-tetrahydro-2(1H)-pyrimidinone). Reaction conditions: temperature -78 celsius, time 35 minute. Yields the product hexanes ethyl acetate, COC(C(CC1CCCC1)C1=CC=C(C=C1)S(=O)(=O)C)=O (3-cyclopentyl-2-(4-methanesulfonylphenyl)propionic acid methyl ester). Yield: 67.3%. As a reaction SMILES: C(NC(C)C)(C)C.C([Li])CCC.[CH3:13][O:14][C:15](=[O:27])[CH2:16][C:17]1[CH:22]=[CH:21][C:20]([S:23]([CH3:26])(=[O:25])=[O:24])=[CH:19][CH:18]=1.I[CH2:29][CH:30]1[CH2:34][CH2:33][CH2:32][CH2:31]1>O1CCCC1.CN1CCCN(C)C1=O>[CH3:13][O:14][C:15](=[O:27])[CH:16]([C:17]1[CH:18]=[CH:19][C:20]([S:23]([CH3:26])(=[O:24])=[O:25])=[CH:21][CH:22]=1)[CH2:29][CH:30]1[CH2:34][CH2:33][CH2:32][CH2:31]1. Procedure: A mechanical stirrer was used for this reaction. A solution of diisopropylamine (29.2 mL, 0.21 mol) in dry tetrahydrofuran (186 mL) and 1,3-dimethyl-3,4,5,6-tetrahydro-2(1H)-pyrimidinone (62 mL) was cooled to −78° C. and then treated with a 2.5M solution of n-butyllithium in hexanes (83.4 mL, 0.21 mol). The yellow-orange reaction mixture was stirred at −78° C. for 35 min and then slowly treated with a solution of 4-(methanesulfonyl)phenyl acetic acid methyl ester (45.35 g, 0.20 mol) in dry tetra... The reactants are [Cl-].NC1=[N+](C=CC=C1)COC1=C(C=C(C=C1)Cl)Br (2-amino-1-[(2-bromo-4-chlorophenoxy)methyl]pyridinium chloride), C([O-])([O-])=O.[K+].[K+] (potassium carbonate). Reagents/catalysts: [Cu] (copper bronze). Run in C(CC)O (n-propanol). Yields the product ClC=1C=CC2=C(N=C3N(CO2)C=CC=C3)C1 (2-chloro-6H-pyrido[1,2-c][1,3,5]-benzoxadiazepine). Yield: 73.1%. As a reaction SMILES: [Cl-].[NH2:2][C:3]1[CH:8]=[CH:7][CH:6]=[CH:5][N+:4]=1[CH2:9][O:10][C:11]1[CH:16]=[CH:15][C:14]([Cl:17])=[CH:13][C:12]=1Br.C(=O)([O-])[O-].[K+].[K+]>[Cu].C(O)CC>[Cl:17][C:14]1[CH:13]=[CH:12][C:11]2[O:10][CH2:9][N:4]3[CH:5]=[CH:6][CH:7]=[CH:8][C:3]3=[N:2][C:16]=2[CH:15]=1 |f:0.1,2.3.4|. Reported procedure: A mixture of 14.0 g of 2-amino-1-[(2-bromo-4-chlorophenoxy)methyl]pyridinium chloride, 11.1 g of micronized, anhydrous potassium carbonate, 0.4 g of copper bronze, and 350 ml of anhydrous n-propanol is stirred and heated under reflux for about eight hours, filtered hot, and the deep yellow filtrate is concentrated to dryness in vacuo. Workup gives about 6.8 g of 2-chloro-6H-pyrido[1,2-c][1,3,5]-benzoxadiazepine, m.p. about 175°-177°. Reactants: [Br-], CC#C[Mg+], C1CCOC1, Cc1ccccc1CSc1ccc(C=C2C(=O)OC(C)(C)OC2=O)cc1, [Cl-], [NH4+]. The product is CC#CC(c1ccc(SCc2ccccc2C)cc1)C1C(=O)OC(C)(C)OC1=O. As a reaction SMILES: [Br-:1].[C:2](#[C:3][CH3:4])[Mg+:5].[CH2:34]1[O:35][CH2:36][CH2:37][CH2:38]1.[CH3:6][C:7]1([CH3:31])[O:8][C:9](=[O:30])[C:10](=[CH:14][c:15]2[cH:16][cH:17][c:18]([S:21][CH2:22][c:23]3[c:24]([CH3:29])[cH:25][cH:26][cH:27][cH:28]3)[cH:19][cH:20]2)[C:11](=[O:13])[O:12]1.[Cl-:32].[NH4+:33]>>[C:2](#[C:3][CH3:4])[CH:14]([CH:10]1[C:9](=[O:30])[O:8][C:7]([CH3:6])([CH3:31])[O:12][C:11]1=[O:13])[c:15]1[cH:16][cH:17][c:18]([S:21][CH2:22][c:23]2[c:24]([CH3:29])[cH:25][cH:26][cH:27][cH:28]2)[cH:19][cH:20]1. The reactants are CC(C)(C)C(=O)c1cn(COCC[Si](C)(C)C)c2ncc(-c3cc(OCCS(C)(=O)=O)cc(N4CCCC4)c3)nc12, CO, CCOC(C)=O, Cl, [Na+], O=C([O-])O. Product: CC(C)(C)C(=O)c1c[nH]c2ncc(-c3cc(OCCS(C)(=O)=O)cc(N4CCCC4)c3)nc12. As a reaction SMILES: [CH3:1][S:2](=[O:3])(=[O:4])[CH2:5][CH2:6][O:7][c:8]1[cH:9][c:10](-[c:19]2[n:20][c:21]3[c:22]([n:23][cH:24]2)[n:25]([CH2:34][O:35][CH2:36][CH2:37][Si:38]([CH3:39])([CH3:40])[CH3:41])[cH:26][c:27]3[C:28]([C:29]([CH3:30])([CH3:31])[CH3:32])=[O:33])[cH:11][c:12]([N:14]2[CH2:15][CH2:16][CH2:17][CH2:18]2)[cH:13]1.[CH3:42][OH:43].[CH3:50][CH2:51][O:52][C:53]([CH3:54])=[O:55].[ClH:44].[Na+:49].[O-:45][C:46]([OH:47])=[O:48]>>[CH3:1][S:2](=[O:3])(=[O:4])[CH2:5][CH2:6][O:7][c:8]1[cH:9][c:10](-[c:19]2[n:20][c:21]3[c:22]([n:23][cH:24]2)[nH:25][cH:26][c:27]3[C:28]([C:29]([CH3:30])([CH3:31])[CH3:32])=[O:33])[cH:11][c:12]([N:14]2[CH2:15][CH2:16][CH2:17][CH2:18]2)[cH:13]1. Starting materials: C(#N)C1=CC=C(C=N1)COC1=CC=C(C=C1)C1=CC=CC=2N1N=C(N2)NC(=O)C2CC2 (cyclopropanecarboxylic acid{5-[4-(6-cyano-pyridin-3-ylmethoxy)-phenyl]-[1,2,4]triazolo[1,5-a]pyridin-2-yl}-amide), [N-]=[N+]=[N-].[Na+] (sodium azide), [Cl-].[NH4+] (ammonium chloride). Solvent: C(C)(=O)OCC (ethyl acetate). Run at time 16 hour. Yields the product N=1NN=NC1C1=CC=C(C=N1)COC1=CC=C(C=C1)C1=CC=CC=2N1N=C(N2)NC(=O)C2CC2 (Cyclopropanecarboxylic acid(5-{4-[6-(2H-tetrazol-5-yl)-pyridin-3-ylmethoxy]-phenyl}-[1,2,4]triazolo[1,5-a]pyridin-2-yl)-amide). Isolated yield 5.7%. Reaction SMILES: [C:1]([C:3]1[N:8]=[CH:7][C:6]([CH2:9][O:10][C:11]2[CH:16]=[CH:15][C:14]([C:17]3[N:22]4[N:23]=[C:24]([NH:26][C:27]([CH:29]5[CH2:31][CH2:30]5)=[O:28])[N:25]=[C:21]4[CH:20]=[CH:19][CH:18]=3)=[CH:13][CH:12]=2)=[CH:5][CH:4]=1)#[N:2].[N-:32]=[N+:33]=[N-:34].[Na+].[Cl-].[NH4+]>C(OCC)(=O)C>[N:2]1[NH:32][N:33]=[N:34][C:1]=1[C:3]1[N:8]=[CH:7][C:6]([CH2:9][O:10][C:11]2[CH:12]=[CH:13][C:14]([C:17]3[N:22]4[N:23]=[C:24]([NH:26][C:27]([CH:29]5[CH2:30][CH2:31]5)=[O:28])[N:25]=[C:21]4[CH:20]=[CH:19][CH:18]=3)=[CH:15][CH:16]=2)=[CH:5][CH:4]=1 |f:1.2,3.4|. Procedure details: A solution of cyclopropanecarboxylic acid{5-[4-(6-cyano-pyridin-3-ylmethoxy)-phenyl]-[1,2,4]triazolo[1,5-a]pyridin-2-yl}-amide (143 mg, 0.35 mmol, 1 equiv), sodium azide (46 mg, 0.7 mmol, 2 equiv), ammonium chloride (38 mg, 0.7 mmol, 2 equiv) was stirred at 0° C. under nitrogen for 30 minutes. Afterwards the mixture was subjected for 100° C. for 16 hours. The crude of the reaction was diluted with ethyl acetate and washed with water. The organic phase was dried over MgSO4, filtered, and dried un... Starting materials: C(C)(=O)OCC (ethyl acetate), C(C)OCCl (Chloromethyl ethyl ether), BrC=1C(=C(NC1C(F)(F)F)C=1SC(=C(C1Cl)Cl)Cl)C#N (4-bromo-2-(3,4,5-trichloro-2-thienyl)-5-(trifluoromethyl)pyrrole-3-carbonitrile), C([O-])([O-])=O.[K+].[K+] (potassium carbonate). Run in CCCCCC (hexane), CN(C=O)C (N,N-dimethylformamide), O (water). Run at time 30 minute. Product: BrC=1C(=C(N(C1C(F)(F)F)COCC)C=1SC(=C(C1Cl)Cl)Cl)C#N (4-Bromo-1-(Ethoxymethyl)-2-(3,4,5-Trichloro-2-Thienyl)-5-(Trifluoromethyl)Pyrrole-3-Carbonitrile). Isolated yield 7005.3%. Reaction SMILES: [CH2:1]([O:3][CH2:4]Cl)[CH3:2].[Br:6][C:7]1[C:8]([C:24]#[N:25])=[C:9]([C:16]2[S:17][C:18]([Cl:23])=[C:19]([Cl:22])[C:20]=2[Cl:21])[NH:10][C:11]=1[C:12]([F:15])([F:14])[F:13].C(=O)([O-])[O-].[K+].[K+].C(OCC)(=O)C>CN(C)C=O.O.CCCCCC>[Br:6][C:7]1[C:8]([C:24]#[N:25])=[C:9]([C:16]2[S:17][C:18]([Cl:23])=[C:19]([Cl:22])[C:20]=2[Cl:21])[N:10]([CH2:4][O:3][CH2:1][CH3:2])[C:11]=1[C:12]([F:13])([F:15])[F:14] |f:2.3.4|. Reported procedure: Chloromethyl ethyl ether (0.20 g, 2.13 mmol) is added to a mixture of 4-bromo-2-(3,4,5-trichloro-2-thienyl)-5-(trifluoromethyl)pyrrole-3-carbonitrile (0.30 g, 0.71 mmol) and potassium carbonate (0.29 g, 2.13 mmol) in N,N-dimethylformamide. The reation mixture is stirred at room temperature for 30 minutes, diluted with water and extracted with ether. The combined organic extracts are washed sequentially with water and brine, dried over MgSO4 and concentrated in vacuo to obtain a clear oil. Flash ... Starting materials: Cc1ccccc1, N#CBr, Nc1cccc2ccccc12. Product: N#CNc1cccc2ccccc12. Reaction SMILES: [CH3:15][c:16]1[cH:17][cH:18][cH:19][cH:20][cH:21]1.[N:1]#[C:2][Br:3].[NH2:4][c:5]1[cH:6][cH:7][cH:8][c:9]2[cH:10][cH:11][cH:12][cH:13][c:14]12>>[N:1]#[C:2][NH:4][c:5]1[cH:6][cH:7][cH:8][c:9]2[cH:10][cH:11][cH:12][cH:13][c:14]12. Starting materials: N1CCCCC1 (piperidine), ClCC(CC(=O)OC(C)(C)C)=O (tert.-butyl 4-chloro-3-oxobutyrate), C(C)=O (acetaldehyde), starting material, isomer mixture. Reaction conditions: temperature -20 celsius, time 6 hour. The product is ClCC(C(C(=O)OC(C)(C)C)=CC)=O (Tert.-butyl 4-chloro-2-ethylidene-3-oxobutyrate). RXN SMILES: N1CCC[CH2:3][CH2:2]1.[Cl:7][CH2:8][C:9](=[O:18])[CH2:10][C:11]([O:13][C:14]([CH3:17])([CH3:16])[CH3:15])=[O:12].C(=O)C>>[Cl:7][CH2:8][C:9](=[O:18])[C:10](=[CH:2][CH3:3])[C:11]([O:13][C:14]([CH3:15])([CH3:17])[CH3:16])=[O:12]. Procedure details: 1.5 ml of piperidine are added dropwise to a stirred mixture of 212 g (1.1 mol) of tert.-butyl 4-chloro-3-oxobutyrate and 97 g (2.2 mol) of acetaldehyde at -20° C. under nitrogen. The mixture is subsequently stirred at -20° C. for six hours and is then worked up analogously to Example 2. Crude yield: 210 g, content according to gas chromatography: 6% of starting material, 52+37% of an isomer mixture of the product. The product is further processed in the crude form.